Dataset: the Open Reaction Database (ORD), a public repository of structured organic reaction records. Task: describe an organic reaction: reactants, conditions, products, and yield Reactants: C, CCN(CC)C(=O)C(Cc1ccc(NC(=O)c2ccccc2[N+](=O)[O-])cc1)C(=O)NS(=O)(=O)c1ccc2ccccc2c1, CCO, [Pd]. Product: CCN(CC)C(=O)C(Cc1ccc(NC(=O)c2ccccc2N)cc1)C(=O)NS(=O)(=O)c1ccc2ccccc2c1. As a reaction SMILES: [C:47].[CH2:1]([CH3:2])[N:3]([C:4]([CH:5]([C:6](=[O:7])[NH:8][S:9](=[O:10])(=[O:11])[c:12]1[cH:13][c:14]2[cH:15][cH:16][cH:17][cH:18][c:19]2[cH:20][cH:21]1)[CH2:22][c:23]1[cH:24][cH:25][c:26]([NH:29][C:30]([c:31]2[c:32]([N+:37]([O-:38])=[O:39])[cH:33][cH:34][cH:35][cH:36]2)=[O:40])[cH:27][cH:28]1)=[O:41])[CH2:42][CH3:43].[CH3:44][CH2:45][OH:46].[Pd:48]>>[CH2:1]([CH3:2])[N:3]([C:4]([CH:5]([C:6](=[O:7])[NH:8][S:9](=[O:10])(=[O:11])[c:12]1[cH:13][c:14]2[cH:15][cH:16][cH:17][cH:18][c:19]2[cH:20][cH:21]1)[CH2:22][c:23]1[cH:24][cH:25][c:26]([NH:29][C:30]([c:31]2[c:32]([NH2:37])[cH:33][cH:34][cH:35][cH:36]2)=[O:40])[cH:27][cH:28]1)=[O:41])[CH2:42][CH3:43]. The reactants are C(C)OC(=O)[C@H]1O[C@@H]1C(N[C@H](C(NCC#C)=O)CC=1N=CSC1)=O ((2S,3S)-ethyl-3-((S)-1-oxo-1-(prop-2-ynylamino)-3-(thiazol-4-yl)propan-2-ylcarbamoyl)oxirane-2-carboxylate), N(=[N+]=[N-])C1=CC=C(C=C1)S(=O)(=O)N (4-azidobenzenesulfonamide), CCCC[Sn](CCCC)(CCCC)OC(=O)C (TBTA). Reagents/catalysts: [O-]S(=O)(=O)[O-].[Cu+2] (CuSO4). The solvent is CC(C)(C)O.CCO.O (t-BuOH EtOH H2O). Product: C(C)OC(=O)[C@H]1O[C@@H]1C(N[C@H](C(NCC=1N=NN(C1)C1=CC=C(C=C1)S(N)(=O)=O)=O)CC=1N=CSC1)=O ((2S,3S)-ethyl-3-((S)-1-oxo-1-((1-(4-sulfamoylphenyl)-1H-1,2,3-triazol-4-yl)methylamino)-3-(thiazol-4-yl)propan-2-ylcarbamoyl)oxirane-2-carboxylate). Yield: 69.8%. As a reaction SMILES: [CH2:1]([O:3][C:4]([C@@H:6]1[C@@H:8]([C:9](=[O:24])[NH:10][C@@H:11]([CH2:18][C:19]2[N:20]=[CH:21][S:22][CH:23]=2)[C:12](=[O:17])[NH:13][CH2:14][C:15]#[CH:16])[O:7]1)=[O:5])[CH3:2].[N:25]([C:28]1[CH:33]=[CH:32][C:31]([S:34]([NH2:37])(=[O:36])=[O:35])=[CH:30][CH:29]=1)=[N+:26]=[N-:27].CCCC[Sn](OC(C)=O)(CCCC)CCCC>CC(O)(C)C.CCO.O.[O-]S([O-])(=O)=O.[Cu+2]>[CH2:1]([O:3][C:4]([C@@H:6]1[C@@H:8]([C:9](=[O:24])[NH:10][C@@H:11]([CH2:18][C:19]2[N:20]=[CH:21][S:22][CH:23]=2)[C:12](=[O:17])[NH:13][CH2:14][C:15]2[N:27]=[N:26][N:25]([C:28]3[CH:29]=[CH:30][C:31]([S:34](=[O:36])(=[O:35])[NH2:37])=[CH:32][CH:33]=3)[CH:16]=2)[O:7]1)=[O:5])[CH3:2] |f:3.4.5,6.7|. Reported procedure: The general click procedure was used substituting the following quantities using: 37 (109.0 mg, 0.31 mmol): 4-azidobenzenesulfonamide (61.5 mg, 0.31 mmol); CuSO4 (10.0 mg, 0.06 mmol); NaAsc (20.0 mg, 0.03 mmol); TBTA (10.0 mg, 0.02 mmol); in t-BuOH/EtOH/H2O (4:4:2); afforded the 42 as a white solid (119 mg, 69.8%). 1H NMR (CDCl3, 400 MHz): δ 8.93 (s, 1H); 8.45 (s, 1H); 8.39-8.05 (q, 4H); 7.33 (s, 1H); 4.83-4.77 (t, 1H); 4.57-4.48 (q, 2H); 4.28-4.23 (q, 2H); 3.64 (s, 1H); 3.50 (s, 1H); 3.40-3.21 ... Reactants: ClC=1C=CC2=C(C(CCO2)CCO)C1 (2-(6-Chloro-3,4-dihydro-1(2H)-benzopyran-4-yl)ethanol), [H-].[Al+3].[Li+].[H-].[H-].[H-] (lithium aluminium hydride), ClC=1C=CC2=C(C(CCO2)CC(=O)OCC)C1 (ethyl (6-chloro-3,4-dihydro-1(2H)-benzopyran-4-yl)ethanoate). Run in O1CCCC1 (tetrahydrofuran). The product is COC=1C=CC2=C(C(CCO2)CCO)C1 (2-(6-methoxy-3,4-dihydro-1(2H)-benzopyran-4-yl)ethanol). As a reaction SMILES: Cl[C:2]1[CH:3]=[CH:4][C:5]2[O:10][CH2:9][CH2:8][CH:7]([CH2:11][CH2:12][OH:13])[C:6]=2[CH:14]=1.[H-].[Al+3].[Li+].[H-].[H-].[H-].ClC1C=CC2[O:30][CH2:29]CC(CC(OCC)=O)C=2C=1>O1CCCC1>[CH3:29][O:30][C:2]1[CH:3]=[CH:4][C:5]2[O:10][CH2:9][CH2:8][CH:7]([CH2:11][CH2:12][OH:13])[C:6]=2[CH:14]=1 |f:1.2.3.4.5.6|. Reported procedure: 2-(6-Chloro-3,4-dihydro-1(2H)-benzopyran-4-yl)ethanol may be prepared by proceeding as in Example 1, but starting with lithium aluminium hydride (1.97 g), and ethyl (6-chloro-3,4-dihydro-1(2H)-benzopyran-4-yl)ethanoate (6.6 g) in tetrahydrofuran (120 cc). 2-(6-methoxy-3,4-dihydro-1(2H)-benzopyran-4-yl)ethanol (5.5 g) is thus obtained in the form of a colourless oil. Reactants: ClC1=CC=C(C=C1)C(=CCOCCO)C1=CC=C(C=C1)Cl (2-(3,3-bis(4-chlorophenyl)-2-propen-1-yloxy)ethanol), C(CCC)[Li] (n-butyllithium), N1C[C@@H](CCC1)C(=O)OCC (Ethyl (R)-3-piperidinecarboxylate), C([O-])([O-])=O.[K+].[K+] (potassium carbonate), C1(=CC=C(C=C1)S(=O)(=O)Cl)C (p-toluenesulphonyl chloride). The solvent is C1CCOC1 (THF), hexanes, C1CCOC1 (THF). Conditions: temperature 10 celsius, time 15 minute. The product is C(C)OC(=O)[C@H]1CN(CCC1)CCOCC=C(C1=CC=C(C=C1)Cl)C1=CC=C(C=C1)Cl ((R)-N-(2-(3,3-Bis(4-Chlorophenyl)-2-propen-1-yloxy)-ethyl)-3-piperidinecarboxylic acid ethyl ester). Yield: 10.7%. As a reaction SMILES: [Cl:1][C:2]1[CH:7]=[CH:6][C:5]([C:8]([C:15]2[CH:20]=[CH:19][C:18]([Cl:21])=[CH:17][CH:16]=2)=[CH:9][CH2:10][O:11][CH2:12][CH2:13]O)=[CH:4][CH:3]=1.C([Li])CCC.C1(C)C=CC(S(Cl)(=O)=O)=CC=1.[NH:38]1[CH2:43][CH2:42][CH2:41][C@@H:40]([C:44]([O:46][CH2:47][CH3:48])=[O:45])[CH2:39]1.C(=O)([O-])[O-].[K+].[K+]>C1COCC1>[CH2:47]([O:46][C:44]([C@@H:40]1[CH2:41][CH2:42][CH2:43][N:38]([CH2:13][CH2:12][O:11][CH2:10][CH:9]=[C:8]([C:5]2[CH:4]=[CH:3][C:2]([Cl:1])=[CH:7][CH:6]=2)[C:15]2[CH:20]=[CH:19][C:18]([Cl:21])=[CH:17][CH:16]=2)[CH2:39]1)=[O:45])[CH3:48] |f:4.5.6|. Reported procedure: A solution of 2-(3,3-bis(4-chlorophenyl)-2-propen-1-yloxy)ethanol (4.0 g, 12.4 mmol) in dry THF (25 ml) kept under a nitrogen atmosphere was cooled to 10° C. and a solution of n-butyllithium in hexanes (5.4 ml, 2.5 M) was added dropwise. The reaction mixture was stirred for 15 minutes at room temperature and p-toluenesulphonyl chloride (2.6 g, 13.8 mmol) was added. The mixture was stirred at room temperature for 1 h. Ethyl (R)-3-piperidinecarboxylate (1.9 g, 12.1 mmol) and potassium carbonate (3... Reactants: N(CC(=O)O)CC(=O)O (iminodiacetic acid), C(C=C)O (allyl alcohol), C1(=CC=C(C=C1)S(=O)(=O)O)C (p-toluenesulfonic acid). Solvent: C1=CC=CC=C1 (benzene). Yields the product C(CNCC(=O)OCC=C)(=O)OCC=C (Diallyl 3-Azaglutarate). Yield: 170.8%. Reaction SMILES: [NH:1]([CH2:6][C:7]([OH:9])=[O:8])[CH2:2][C:3]([OH:5])=[O:4].[CH2:10](O)[CH:11]=[CH2:12].[C:14]1(C)[CH:19]=CC(S(O)(=O)=O)=C[CH:15]=1>C1C=CC=CC=1>[C:3]([O:5][CH2:19][CH:14]=[CH2:15])(=[O:4])[CH2:2][NH:1][CH2:6][C:7]([O:9][CH2:10][CH:11]=[CH2:12])=[O:8]. Procedure: A solution of iminodiacetic acid 8 (3.0 g, 22.54 mmol), allyl alcohol (18.43 mL, 270 mmol) and p-toluenesulfonic acid (8.57 g, 45.0 mmol) in benzene (60 mL) was heated at reflux with a Dean-Stark distilling trap for 16 h. The mixture was cooled to room temperature and the solvent was evaporated in vacuo. The residue was crystallized from diethyl ether and dried in vacuo to give the compound 9 (8.21 g, 94.6%). 1H NMR (400 MHz, CDCl3) δ 2.34 (s, 3H), 4.17 (s, 4H), 4.61 (d, J=6.2, 4H), 5.24 (d, J=1... The reactants are ( x ), N[C@@H](CS)C(=O)O (cysteine), ( xi ), amino acid, nucleic acid, amino acid, nucleic acid, ( ix ), N[C@@H](CS)C(=O)O (cysteine), ( xii ), N[C@@H](C)C(=O)O (alanine), N[C@@H](C(C)C)C(=O)O (valine). Product: N[C@@H](CCSC)C(=O)O (methionine), N[C@@H](CCCCN)C(=O)O (lysine), amino acid. Reaction SMILES: [NH2:1][C@H:2]([C:4]([OH:6])=[O:5])[CH3:3].N[C@H](C(O)=O)[CH2:9][SH:10].[NH2:14][C@H:15]([C:19]([OH:21])=[O:20])[CH:16](C)[CH3:17]>>[NH2:14][C@H:15]([C:19]([OH:21])=[O:20])[CH2:16][CH2:17][S:10][CH3:9].[NH2:1][C@H:2]([C:4]([OH:6])=[O:5])[CH2:3][CH2:17][CH2:16][CH2:15][NH2:14]. Procedure details: The present invention, in further specific embodiments, provides for (i) the construct βpα, in which the human alpha and beta globin genes are driven by separate copies of the human beta globin promoter (FIG. 1C); (ii) the εpζβαpβ construct, which comprises human embryonic genes zeta and epsilon under the control of the epsilon promoter and both alpha and beta genes under the control of the beta promoter (FIG. 1D); (iii) the ζpεαpβ construct, which comprises human embryonic genes zeta and epsilo... The reactants are O=CCC(C(=O)c1ccccc1)c1ccccc1, CC(=O)OB(OC(C)=O)OC(C)=O, ClCCl, COc1ccccc1N1CCNCC1, [H-], [Na+]. Product: COc1ccccc1N1CCN(CCC(C(=O)c2ccccc2)c2ccccc2)CC1. As a reaction SMILES: [C:1]([c:2]1[cH:3][cH:4][cH:5][cH:6][cH:7]1)(=[O:8])[CH:9]([CH2:10][CH:11]=[O:12])[c:13]1[cH:14][cH:15][cH:16][cH:17][cH:18]1.[C:34]([O:35][B:36]([O:37][C:38](=[O:39])[CH3:40])[O:41][C:42](=[O:43])[CH3:44])(=[O:45])[CH3:46].[CH2:48]([Cl:49])[Cl:50].[CH3:19][O:20][c:21]1[c:22]([N:27]2[CH2:28][CH2:29][NH:30][CH2:31][CH2:32]2)[cH:23][cH:24][cH:25][cH:26]1.[H-:33].[Na+:47]>>[C:1]([c:2]1[cH:3][cH:4][cH:5][cH:6][cH:7]1)(=[O:8])[CH:9]([CH2:10][CH2:11][N:30]1[CH2:29][CH2:28][N:27]([c:22]2[c:21]([O:20][CH3:19])[cH:26][cH:25][cH:24][cH:23]2)[CH2:32][CH2:31]1)[c:13]1[cH:14][cH:15][cH:16][cH:17][cH:18]1. As a reaction SMILES: [CH3:27][CH2:28][OH:29].[CH3:4][c:5]1[cH:6][c:7]([CH2:8][Br:9])[cH:10][c:11]([CH3:25])[c:12]1[O:13][c:14]1[cH:15][c:16]([CH:22]([CH3:23])[CH3:24])[c:17]([O:20][CH3:21])[cH:18][cH:19]1.[Na:1][C:2]#[N:3].[OH2:26]>>[C:2](#[N:3])[CH2:8][c:7]1[cH:6][c:5]([CH3:4])[c:12]([O:13][c:14]2[cH:15][c:16]([CH:22]([CH3:23])[CH3:24])[c:17]([O:20][CH3:21])[cH:18][cH:19]2)[c:11]([CH3:25])[cH:10]1. Starting materials: CCO, COc1ccc(Oc2c(C)cc(CBr)cc2C)cc1C(C)C, N#C[Na], O. Yields the product COc1ccc(Oc2c(C)cc(CC#N)cc2C)cc1C(C)C. The reactants are C[Si](C)(C)CCOC(Cl)Cl, CSc1nc(Cl)c2c(-c3ccccc3Cl)n[nH]c2n1, [H-], [Na+], CN(C)C=O. The product is CSc1nc(Cl)c2c(-c3ccccc3Cl)nn(COCC[Si](C)(C)C)c2n1. As a reaction SMILES: [CH3:20][Si:21]([CH2:22][CH2:23][O:24][CH:25]([Cl:26])[Cl:27])([CH3:28])[CH3:29].[Cl:1][c:2]1[c:3]2[c:4]([n:5][c:6]([S:8][CH3:9])[n:7]1)[nH:10][n:11][c:12]2-[c:13]1[c:14]([Cl:19])[cH:15][cH:16][cH:17][cH:18]1.[H-:30].[Na+:31].[O:32]=[CH:33][N:34]([CH3:35])[CH3:36]>>[Cl:1][c:2]1[c:3]2[c:4]([n:5][c:6]([S:8][CH3:9])[n:7]1)[n:10]([CH2:25][O:24][CH2:23][CH2:22][Si:21]([CH3:20])([CH3:28])[CH3:29])[n:11][c:12]2-[c:13]1[c:14]([Cl:19])[cH:15][cH:16][cH:17][cH:18]1. Reactants: CN(CCBr)P(=O)(Cl)CCC1COC(C)(C)O1, CNCCI, CN(CCI)P(=O)(Cl)Cl, I. Yields the product CN(CCI)P(=O)(Cl)CCC1COC(C)(C)O1. As a reaction SMILES: [CH3:16][C:17]1([CH3:32])[O:18][CH2:19][CH:20]([CH2:22][CH2:23][P:24](=[O:25])([N:26]([CH3:27])[CH2:28][CH2:29][Br:30])[Cl:31])[O:21]1.[CH3:1][NH:2][CH2:3][CH2:4][I:5].[CH3:7][N:8]([CH2:9][CH2:10][I:11])[P:12]([Cl:13])([Cl:14])=[O:15].[IH:6]>>[CH3:1][N:2]([CH2:3][CH2:4][I:5])[P:24]([CH2:23][CH2:22][CH:20]1[CH2:19][O:18][C:17]([CH3:16])([CH3:32])[O:21]1)(=[O:25])[Cl:31].